From a dataset of the Open Reaction Database (ORD), a public repository of structured organic reaction records. describe an organic reaction: reactants, conditions, products, and yield Starting materials: NC1=C(C=C(C=C1)Cl)C(=O)C1=CC=CC=C1 ((2-amino-5-chlorophenyl)(phenyl)methanone), O=C(CC(=O)O[C@H](C)C1=CC=CC=C1)C ((R)-1-phenylethyl 3-oxobutanoate), [O-]S(=O)(=O)C(F)(F)F.[Yb+3].[O-]S(=O)(=O)C(F)(F)F.[O-]S(=O)(=O)C(F)(F)F (ytterbium triflate). The solvent is C(C)OCC (diethyl ether), C(C)O (ethanol). Reaction conditions: time 12 hour. The product is ClC=1C=C2C(=C(C(=NC2=CC1)C)C(=O)O[C@H](C)C1=CC=CC=C1)C1=CC=CC=C1 ((R)-1-phenylethyl 6-chloro-2-methyl-4-phenylquinoline-3-carboxylate). The yield is 66.2%. RXN SMILES: [NH2:1][C:2]1[CH:7]=[CH:6][C:5]([Cl:8])=[CH:4][C:3]=1[C:9]([C:11]1[CH:16]=[CH:15][CH:14]=[CH:13][CH:12]=1)=O.O=[C:18]([CH3:31])[CH2:19][C:20]([O:22][C@@H:23]([C:25]1[CH:30]=[CH:29][CH:28]=[CH:27][CH:26]=1)[CH3:24])=[O:21].[O-]S(C(F)(F)F)(=O)=O.[Yb+3].[O-]S(C(F)(F)F)(=O)=O.[O-]S(C(F)(F)F)(=O)=O>C(O)C.C(OCC)C>[Cl:8][C:5]1[CH:4]=[C:3]2[C:2](=[CH:7][CH:6]=1)[N:1]=[C:18]([CH3:31])[C:19]([C:20]([O:22][C@@H:23]([C:25]1[CH:30]=[CH:29][CH:28]=[CH:27][CH:26]=1)[CH3:24])=[O:21])=[C:9]2[C:11]1[CH:16]=[CH:15][CH:14]=[CH:13][CH:12]=1 |f:2.3.4.5|. Procedure details: To a solution of (2-amino-5-chlorophenyl)(phenyl)methanone (1.16 g, 5.0 mmol) in ethanol (20 ml) was added (R)-1-phenylethyl 3-oxobutanoate (1.3 g, 6.5 mmol) followed by ytterbium triflate (294 mg, 0.5 mmol). The mixture was stirred at room temperature for 12 hours, then the ethanol was removed under reduced pressure, and the residual viscous oil dissolved in ethyl acetate. The organic phase was poured into a separatory funnel and washed with 1M aqueous hydrochloric acid, water, then brine. The ... Reactants: C(C)OC1=CC2=C(C(=N[C@@H]3CCN(C[C@H]23)C)C2=CC=C(C(=O)O)C=C2)C=C1OC (4-((4aR,10bS)-9-ethoxy-8-methoxy-2-methyl-1,2,3,4,4a,10b-hexahydro-benzo[c][1,6]naphthyridin-6-yl)benzoic acid), C(C1=CC=CC=C1)N[C@H](COCC1=CC=CC=C1)C (N-benzyl-N-((S)-2-benzyloxy-1-methyl-ethyl)-amine). The product is C(C1=CC=CC=C1)N(C(C1=CC=C(C=C1)C1=N[C@@H]2CCN(C[C@@H]2C2=C1C=C(C(=C2)OCC)OC)C)=O)[C@H](COCC2=CC=CC=C2)C (N-Benzyl-N-((S)-2-benzyloxy-1-methyl-ethyl)-4-((4aR,10bS)-9-ethoxy-8-methoxy-2-methyl-1,2,3,4,4a,10b-hexahydro-benzo[c][1,6]naphthyridin-6-yl)-benzamide). Reaction SMILES: [CH2:1]([O:3][C:4]1[C:27]([O:28][CH3:29])=[CH:26][C:7]2[C:8]([C:17]3[CH:25]=[CH:24][C:20]([C:21](O)=[O:22])=[CH:19][CH:18]=3)=[N:9][C@H:10]3[C@@H:15]([C:6]=2[CH:5]=1)[CH2:14][N:13]([CH3:16])[CH2:12][CH2:11]3)[CH3:2].[CH2:30]([NH:37][C@@H:38]([CH3:48])[CH2:39][O:40][CH2:41][C:42]1[CH:47]=[CH:46][CH:45]=[CH:44][CH:43]=1)[C:31]1[CH:36]=[CH:35][CH:34]=[CH:33][CH:32]=1>>[CH2:30]([N:37]([C@@H:38]([CH3:48])[CH2:39][O:40][CH2:41][C:42]1[CH:47]=[CH:46][CH:45]=[CH:44][CH:43]=1)[C:21](=[O:22])[C:20]1[CH:24]=[CH:25][C:17]([C:8]2[C:7]3[CH:26]=[C:27]([O:28][CH3:29])[C:4]([O:3][CH2:1][CH3:2])=[CH:5][C:6]=3[C@@H:15]3[C@@H:10]([CH2:11][CH2:12][N:13]([CH3:16])[CH2:14]3)[N:9]=2)=[CH:18][CH:19]=1)[C:31]1[CH:32]=[CH:33][CH:34]=[CH:35][CH:36]=1. Reported procedure: Prepared from 4-((4aR,10bS)-9-ethoxy-8-methoxy-2-methyl-1,2,3,4,4a,10b-hexahydro-benzo[c][1,6]naphthyridin-6-yl)benzoic acid and N-benzyl-N-((S)-2-benzyloxy-1-methyl-ethyl)-amine as described for example 1. Reactants: CO, CS(=O)(=O)c1ccc(C(=CC2CCOCC2)c2cc3cc(F)cnc3[nH]2)cc1. Yields the product CS(=O)(=O)c1ccc(C(CC2CCOCC2)c2cc3cc(F)cnc3[nH]2)cc1. Reaction SMILES: [CH3:29][OH:30].[F:1][c:2]1[cH:3][c:4]2[c:5]([n:6][cH:7]1)[nH:8][c:9]([C:11](=[CH:12][CH:13]1[CH2:14][CH2:15][O:16][CH2:17][CH2:18]1)[c:19]1[cH:20][cH:21][c:22]([S:25](=[O:26])(=[O:27])[CH3:28])[cH:23][cH:24]1)[cH:10]2>>[F:1][c:2]1[cH:3][c:4]2[c:5]([n:6][cH:7]1)[nH:8][c:9]([CH:11]([CH2:12][CH:13]1[CH2:14][CH2:15][O:16][CH2:17][CH2:18]1)[c:19]1[cH:20][cH:21][c:22]([S:25](=[O:26])(=[O:27])[CH3:28])[cH:23][cH:24]1)[cH:10]2. The reactants are OC(CC)C1=C(C=C(C=C1C(C)C)C(C)C)C(C)C (1-(1-hydroxypropyl)-2,4,6-triisopropylbenzene), ice water, S(=O)(Cl)Cl (thionyl chloride), OC(CC)C1=C(C=C(C=C1C(C)C)C(C)C)C(C)C (1-(1-hydroxypropyl)-2,4,6-triisopropylbenzene), S(=O)(Cl)Cl (thionyl chloride). Run in CCCCCC (hexane), CCCCCC (hexane). The product is ClC(CC)C1=C(C=C(C=C1C(C)C)C(C)C)C(C)C (1-(1-Chloropropyl)-2,4,6-Triisopropylbenzene). The yield is 87.4%. RXN SMILES: O[CH:2]([C:5]1[C:10]([CH:11]([CH3:13])[CH3:12])=[CH:9][C:8]([CH:14]([CH3:16])[CH3:15])=[CH:7][C:6]=1[CH:17]([CH3:19])[CH3:18])[CH2:3][CH3:4].S(Cl)([Cl:22])=O>CCCCCC>[Cl:22][CH:2]([C:5]1[C:10]([CH:11]([CH3:13])[CH3:12])=[CH:9][C:8]([CH:14]([CH3:16])[CH3:15])=[CH:7][C:6]=1[CH:17]([CH3:19])[CH3:18])[CH2:3][CH3:4]. Reported procedure: A 100 milliliter flask was equipped with a magnetic stirrer and a pressure equalized addition funnel/drying tube. The flask was filled with a solution containing 50 milliliters of hexane and 15 grams (0.057 mole) of 1-(1-hydroxypropyl)-2,4,6-triisopropylbenzene (1-ethyl-2',4',6'-triisopropylbenzyl alcohol). The addition funnel was filled with a solution containing 10 milliliters of hexane and 8.9 grams (0.075 mole) of thionyl chloride. The solution of the thionyl chloride was slowly added to the... Reactants: CC1(N(C2=C(C=C(C(=C2C1)C)OCC(=C)C)C)C=O)C (2,3-dihydro-2,2,4,7-tetramethyl-5-[(2-methyl-2-propenyl)oxy]-1H-indole-1-carbaldehyde), C(C)N(C1=CC=CC=C1)CC (N,N-diethylaniline), CCCCCC (hexane). Conditions: time 8 hour. The product is OC=1C(=C2CC(N(C2=C(C1CC(=C)C)C)C=O)(C)C)C (2,3-Dihydro-5-hydroxy-2,2,4,7-tetramethyl-6-(2-methyl-2-propenyl)-1H-indole-1-carbaldehyde). Isolated yield 84.0%. Reaction SMILES: [CH3:1][C:2]1([CH3:20])[CH2:10][C:9]2[C:4](=[C:5]([CH3:17])[CH:6]=[C:7]([O:12]CC(C)=C)[C:8]=2[CH3:11])[N:3]1[CH:18]=[O:19].CCC[CH2:24][CH2:25][CH3:26].[CH2:27](N(CC)C1C=CC=CC=1)C>>[OH:12][C:7]1[C:8]([CH3:11])=[C:9]2[C:4](=[C:5]([CH3:17])[C:6]=1[CH2:27][C:25]([CH3:24])=[CH2:26])[N:3]([CH:18]=[O:19])[C:2]([CH3:1])([CH3:20])[CH2:10]2. Reported procedure: A solution of 2,3-dihydro-2,2,4,7-tetramethyl-5-[(2-methyl-2-propenyl)oxy]-1H-indole-1-carbaldehyde (2.38 g, 8.71 mmol) in N,N-diethylaniline (5 ml) was stirred under nitrogen atmosphere at 200° C. for 8 hours. The reaction mixture was allowed to stand overnight, hexane was added thereto, and the crystal was collected by a filtration and recrystallized from ethanol-hexane to obtain 2.10 g of the title compound. Reactants: CN, O=C(O)c1ccc(Cl)c([N+](=O)[O-])c1, O. The product is CNc1ccc(C(=O)O)cc1[N+](=O)[O-]. As a reaction SMILES: [CH3:14][NH2:15].[N+:1](=[O:2])([O-:3])[c:4]1[cH:5][c:6]([C:7](=[O:8])[OH:9])[cH:10][cH:11][c:12]1[Cl:13].[OH2:16]>>[N+:1](=[O:2])([O-:3])[c:4]1[cH:5][c:6]([C:7](=[O:8])[OH:9])[cH:10][cH:11][c:12]1[NH:15][CH3:14].